From a dataset of the Open Reaction Database (ORD), a public repository of structured organic reaction records. describe an organic reaction: reactants, conditions, products, and yield The reactants are C1CCOC1, CC(C(=O)[O-])c1cnc(NC(c2ccccc2)(c2ccccc2)c2ccccc2)s1, CCO. The product is O=C(O)Cc1cnc(NC(c2ccccc2)(c2ccccc2)c2ccccc2)s1. As a reaction SMILES: [CH2:31]1[O:32][CH2:33][CH2:34][CH2:35]1.[CH3:1][CH:2]([C:3](=[O:4])[O-:5])[c:6]1[cH:7][n:8][c:9]([NH:11][C:12]([c:13]2[cH:14][cH:15][cH:16][cH:17][cH:18]2)([c:19]2[cH:20][cH:21][cH:22][cH:23][cH:24]2)[c:25]2[cH:26][cH:27][cH:28][cH:29][cH:30]2)[s:10]1.[CH3:36][CH2:37][OH:38]>>[CH2:2]([C:3](=[O:4])[OH:5])[c:6]1[cH:7][n:8][c:9]([NH:11][C:12]([c:13]2[cH:14][cH:15][cH:16][cH:17][cH:18]2)([c:19]2[cH:20][cH:21][cH:22][cH:23][cH:24]2)[c:25]2[cH:26][cH:27][cH:28][cH:29][cH:30]2)[s:10]1. The reactants are B, [Li]CCCC, COc1cccc(CCCCCCC=O)c1, C1CCOC1, C1CCOC1, c1cocn1. The product is COc1cccc(CCCCCCC(O)c2ncco2)c1. Reaction SMILES: [BH3:11].[CH2:12]([Li:13])[CH2:14][CH2:15][CH3:16].[CH3:17][O:18][c:19]1[cH:20][c:21]([CH2:25][CH2:26][CH2:27][CH2:28][CH2:29][CH2:30][CH:31]=[O:32])[cH:22][cH:23][cH:24]1.[O:33]1[CH2:34][CH2:35][CH2:36][CH2:37]1.[O:6]1[CH2:7][CH2:8][CH2:9][CH2:10]1.[o:1]1[cH:2][n:3][cH:4][cH:5]1>>[o:1]1[c:2]([CH:31]([CH2:30][CH2:29][CH2:28][CH2:27][CH2:26][CH2:25][c:21]2[cH:20][c:19]([O:18][CH3:17])[cH:24][cH:23][cH:22]2)[OH:32])[n:3][cH:4][cH:5]1. Starting materials: CCOC(=O)CC(=O)[O-], [Li]CCCC, CCCCCC, CCOCC, Cl, O=C(Cl)c1ccccc1[N+](=O)[O-], C1CCOC1. Yields the product CCOC(=O)CC(=O)c1ccccc1[N+](=O)[O-]. As a reaction SMILES: [C:1]([CH2:2][C:3](=[O:4])[O-:5])(=[O:6])[O:7][CH2:8][CH3:9].[CH2:10]([Li:11])[CH2:12][CH2:13][CH3:14].[CH3:28][CH2:29][CH2:30][CH2:31][CH2:32][CH3:33].[CH3:39][CH2:40][O:41][CH2:42][CH3:43].[ClH:27].[N+:15](=[O:16])([O-:17])[c:18]1[c:19]([C:20]([Cl:21])=[O:22])[cH:23][cH:24][cH:25][cH:26]1.[O:34]1[CH2:35][CH2:36][CH2:37][CH2:38]1>>[C:1]([CH2:2][C:3](=[O:5])[c:19]1[c:18]([N+:15](=[O:16])[O-:17])[cH:26][cH:25][cH:24][cH:23]1)(=[O:6])[O:7][CH2:8][CH3:9]. Reactants: Oc1ccccc1Br, O=C([O-])[O-], CCI, [K+], [K+], CN(C)C=O, O. The product is CCOc1ccccc1Br. Reaction SMILES: [Br:1][c:2]1[c:3]([OH:8])[cH:4][cH:5][cH:6][cH:7]1.[C:9](=[O:10])([O-:11])[O-:12].[I:15][CH2:16][CH3:17].[K+:13].[K+:14].[O:19]=[CH:20][N:21]([CH3:22])[CH3:23].[OH2:18]>>[Br:1][c:2]1[c:3]([O:8][CH2:16][CH3:17])[cH:4][cH:5][cH:6][cH:7]1. Starting materials: C1(CC1)C(=CC(=O)OC)C1=CC=C(C=C1)Cl (methyl 3-cyclopropyl-3-(4-chlorophenyl)propenoate), [Mg] (magnesium). The solvent is CO (methanol), Cl (hydrochloric acid). Run at time 3.5 hour. Yields the product C1(CC1)C(CC(=O)OC)C1=CC=C(C=C1)Cl (methyl 3-cyclopropyl-3-(4-chlorophenyl)propanoate). Isolated yield 62.3%. RXN SMILES: [CH:1]1([C:4]([C:10]2[CH:15]=[CH:14][C:13]([Cl:16])=[CH:12][CH:11]=2)=[CH:5][C:6]([O:8][CH3:9])=[O:7])[CH2:3][CH2:2]1.[Mg]>CO.Cl>[CH:1]1([CH:4]([C:10]2[CH:15]=[CH:14][C:13]([Cl:16])=[CH:12][CH:11]=2)[CH2:5][C:6]([O:8][CH3:9])=[O:7])[CH2:2][CH2:3]1. Reported procedure: A mixture of 17.0 grams (0.072 mole) of methyl 3-cyclopropyl-3-(4-chlorophenyl)propenoate and 4.3 grams (0.18 mole) of magnesium in 250 ml of methanol was stirred at ambient temperature for about 3.5 hours. After this time the reaction mixture was carefully diluted with aqueous 3N hydrochloric acid. The mixture was extracted with diethyl ether. The combined ether extracts were dried with sodium sulfate and filtered. The filtrate was concentrated under reduced pressure to a residual oil. The oil ...